From a dataset of the Open Reaction Database (ORD), a public repository of structured organic reaction records. describe an organic reaction: reactants, conditions, products, and yield Starting materials: stock solution, NCCC1=CC=C(C=C1)C1=CC=C(C=C1)C(CNS(=O)(=O)C(C)C)C (N-2-(4-(4-(2-aminoethyl)phenyl)phenyl)propyl 2-propanesulfonamide), C(C)(=O)Cl (acetyl chloride). Product: C(C)(=O)NCCC1=CC=C(C=C1)C1=CC=C(C=C1)C(CNS(=O)(=O)C(C)C)C (N-2-(4-(4-(2-(acetamido)ethyl)phenyl)phenyl)propyl 2-propanesulfonamide). RXN SMILES: [NH2:1][CH2:2][CH2:3][C:4]1[CH:9]=[CH:8][C:7]([C:10]2[CH:15]=[CH:14][C:13]([CH:16]([CH3:25])[CH2:17][NH:18][S:19]([CH:22]([CH3:24])[CH3:23])(=[O:21])=[O:20])=[CH:12][CH:11]=2)=[CH:6][CH:5]=1.[C:26](Cl)(=[O:28])[CH3:27]>>[C:26]([NH:1][CH2:2][CH2:3][C:4]1[CH:5]=[CH:6][C:7]([C:10]2[CH:15]=[CH:14][C:13]([CH:16]([CH3:25])[CH2:17][NH:18][S:19]([CH:22]([CH3:24])[CH3:23])(=[O:21])=[O:20])=[CH:12][CH:11]=2)=[CH:8][CH:9]=1)(=[O:28])[CH3:27]. Reported procedure: The title compound was prepared following the method of Example 147 and using 1 mL of a stock solution of 0.6 g (1.8 mmol) of material from Example 50 and 8 μL (0.11 mmol) acetyl chloride. NMR was consistent with the proposed compound. Starting materials: C1CCOC1, CI, CC(C)(C)OC(=O)NCC1CCN(C(=O)c2cc3nccc(Cl)c3s2)C1, [H-], [Na+]. Yields the product CNCC1CCN(C(=O)c2cc3nccc(Cl)c3s2)C1. Reaction SMILES: [CH2:31]1[O:32][CH2:33][CH2:34][CH2:35]1.[CH3:3][I:4].[Cl:5][c:6]1[c:7]2[c:8]([n:9][cH:10][cH:11]1)[cH:12][c:13]([C:15](=[O:16])[N:17]1[CH2:18][CH:19]([CH2:22][NH:23][C:24](=[O:25])[O:26][C:27]([CH3:28])([CH3:29])[CH3:30])[CH2:20][CH2:21]1)[s:14]2.[H-:2].[Na+:1]>>[Cl:5][c:6]1[c:7]2[c:8]([n:9][cH:10][cH:11]1)[cH:12][c:13]([C:15](=[O:16])[N:17]1[CH2:18][CH:19]([CH2:22][NH:23][CH3:24])[CH2:20][CH2:21]1)[s:14]2. The solvent is N (NH3), CO (methanol). Yield: 96.3%. Product: N1(CCOCC1)C1=C(C=CC=C1)C(C)N (1-(2-morpholin-4-ylphenyl)ethanamine). Procedure: A mixture of Example 49B (1.3 g, 5.54 mmol) and Raney nickel (14 g) in a mixture of 20% NH3 in methanol (140 mL) was hydrogenated at 60 psi for 11 hrs. The reaction was filtered and concentrated to dryness under reduced pressure to give 1.1 g of the title compound. MS (ESI+) m/z 207 (M+H)+. The reagents and catalysts are [Ni] (Raney nickel). Reaction conditions: time 11 hour. Reaction SMILES: CO[N:3]=[C:4]([C:6]1[CH:11]=[CH:10][CH:9]=[CH:8][C:7]=1[N:12]1[CH2:17][CH2:16][O:15][CH2:14][CH2:13]1)[CH3:5]>[Ni].N.CO>[N:12]1([C:7]2[CH:8]=[CH:9][CH:10]=[CH:11][C:6]=2[CH:4]([NH2:3])[CH3:5])[CH2:17][CH2:16][O:15][CH2:14][CH2:13]1. Reactants: CON=C(C)C1=C(C=CC=C1)N1CCOCC1 (1-(2-morpholin-4-ylphenyl)ethanone O-methyloxime).